This data is from the Open Reaction Database (ORD), a public repository of structured organic reaction records. The task is: describe an organic reaction: reactants, conditions, products, and yield Reactants: Fc1ccc2[nH]cc(C3CCC4(CC3)OCCO4)c2c1, Cl, C1CCOC1. The product is O=C1CCC(c2c[nH]c3ccc(F)cc23)CC1. RXN SMILES: [CH2:1]1[O:2][C:4]2([O:3][CH2:20]1)[CH2:5][CH2:6][CH:7]([c:10]1[cH:11][nH:12][c:13]3[cH:14][cH:15][c:16]([F:19])[cH:17][c:18]13)[CH2:8][CH2:9]2.[ClH:21].[O:22]1[CH2:23][CH2:24][CH2:25][CH2:26]1>>[O:3]=[C:4]1[CH2:5][CH2:6][CH:7]([c:10]2[cH:11][nH:12][c:13]3[cH:14][cH:15][c:16]([F:19])[cH:17][c:18]23)[CH2:8][CH2:9]1.